From a dataset of the Open Reaction Database (ORD), a public repository of structured organic reaction records. describe an organic reaction: reactants, conditions, products, and yield Starting materials: CCCCO, CN(C)CCC=C1c2ccccc2C=Cc2ccccc21, ClC(Cl)Cl, CCOC(=O)Cl, Cl, [K+], [Na+], [OH-], O, O=C([O-])O. Product: CNCCC=C1c2ccccc2C=Cc2ccccc21. Reaction SMILES: [CH2:41]([OH:42])[CH2:43][CH2:44][CH3:45].[CH3:7][N:8]([CH3:9])[CH2:10][CH2:11][CH:12]=[C:13]1[c:14]2[cH:15][cH:16][cH:17][cH:18][c:19]2[CH:20]=[CH:21][c:22]2[cH:23][cH:24][cH:25][cH:26][c:27]21.[CH:36]([Cl:37])([Cl:38])[Cl:39].[Cl:28][C:29]([O:30][CH2:31][CH3:32])=[O:33].[ClH:6].[K+:35].[Na+:1].[OH-:34].[OH2:40].[OH:2][C:3](=[O:4])[O-:5]>>[CH3:7][NH:8][CH2:10][CH2:11][CH:12]=[C:13]1[c:14]2[cH:15][cH:16][cH:17][cH:18][c:19]2[CH:20]=[CH:21][c:22]2[cH:23][cH:24][cH:25][cH:26][c:27]21. The reactants are C(C(C)C)NCC(C)C (diisobutyl amine), C1(=CC=CC=C1)C (toluene), CC1=CC=C2SC=3C=CC=C(C3C(C2=C1)=O)C(=O)Cl (7-methyl-9-oxo-9H-thioxanthene-1-carbonyl chloride). Solvent: O (water). Conditions: time 2 hour. Yields the product C(C(C)C)N(C(=O)C1=CC=CC=2SC3=CC=C(C=C3C(C12)=O)C)CC(C)C (N,N-diisobutyl-7-methyl-9-oxo-9H-thioxanthene-1-carboxamide). Yield: 3.9%. As a reaction SMILES: [CH2:1]([NH:5][CH2:6][CH:7]([CH3:9])[CH3:8])[CH:2]([CH3:4])[CH3:3].C1(C)C=CC=CC=1.[CH3:17][C:18]1[CH:31]=[C:30]2[C:21]([S:22][C:23]3[CH:24]=[CH:25][CH:26]=[C:27]([C:33](Cl)=[O:34])[C:28]=3[C:29]2=[O:32])=[CH:20][CH:19]=1>O>[CH2:1]([N:5]([CH2:6][CH:7]([CH3:9])[CH3:8])[C:33]([C:27]1[C:28]2[C:29](=[O:32])[C:30]3[C:21](=[CH:20][CH:19]=[C:18]([CH3:17])[CH:31]=3)[S:22][C:23]=2[CH:24]=[CH:25][CH:26]=1)=[O:34])[CH:2]([CH3:4])[CH3:3]. Procedure details: 1.0 g (7.75 mmoles) of diisobutyl amine is dropped into a toluene solution of 7-methyl-9-oxo-9H-thioxanthene-1-carbonyl chloride (0.22 g, 0.78 mmoles). After 2 hours at room temperature under stirring, the mixture is poured in water, the organic phase is separated and washed with water. A crude oil is obtained after evaporation of the solvent. 11.5 mg of a yellow solid are isolated by flash chromatography of the crude oil (SiO2— eluent: CH2Cl2:MeOH 96:4). The reactants are CCOC(=O)COc1ccc(Sc2ccc(CO)cc2)cc1C, ClC(Cl)Cl, O=S(Cl)Cl. Product: CCOC(=O)COc1ccc(Sc2ccc(CCl)cc2)cc1C. Reaction SMILES: [CH2:1]([CH3:2])[O:3][C:4]([CH2:5][O:6][c:7]1[c:8]([CH3:22])[cH:9][c:10]([S:13][c:14]2[cH:15][cH:16][c:17]([CH2:20][OH:21])[cH:18][cH:19]2)[cH:11][cH:12]1)=[O:23].[CH:28]([Cl:29])([Cl:30])[Cl:31].[S:24]([Cl:25])([Cl:26])=[O:27]>>[CH2:1]([CH3:2])[O:3][C:4]([CH2:5][O:6][c:7]1[c:8]([CH3:22])[cH:9][c:10]([S:13][c:14]2[cH:15][cH:16][c:17]([CH2:20][Cl:26])[cH:18][cH:19]2)[cH:11][cH:12]1)=[O:23]. Reactants: [Si](C)(C)(C(C)(C)C)OC[C@H](C=1C=NC(=NC1)C)NC=1C2=C(N=CN1)CCN(C2)C2=C(C#N)C=C(C=C2)Cl ((S)-2-(4-(2-(tert-butyldimethylsilyloxy)-1-(2-methylpyrimidin-5-yl)ethylamino)-7,8-dihydropyrido[4,3-d]pyrimidin-6(5H)-yl)-5-chlorobenzonitrile), CCCC[N+](CCCC)(CCCC)CCCC.[F-] (TBAF), O (water), CCOC(=O)C (EtOAc). The solvent is C1CCOC1 (THF), C1CCOC1 (THF). Conditions: time 10 minute. Yields the product ClC=1C=CC(=C(C#N)C1)N1CC2=C(N=CN=C2N[C@H](CO)C=2C=NC(=NC2)C)CC1 (5-Chloro-2-{4-[(S)-2-hydroxy-1-(2-methyl-pyrimidin-5-yl)-ethylamino]-7,8-dihydro-5H-pyrido[4,3-d]pyrimidin-6-yl}-benzonitrile). RXN SMILES: [Si]([O:8][CH2:9][C@@H:10]([NH:18][C:19]1[C:20]2[CH2:28][N:27]([C:29]3[CH:36]=[CH:35][C:34]([Cl:37])=[CH:33][C:30]=3[C:31]#[N:32])[CH2:26][CH2:25][C:21]=2[N:22]=[CH:23][N:24]=1)[C:11]1[CH:12]=[N:13][C:14]([CH3:17])=[N:15][CH:16]=1)(C(C)(C)C)(C)C.CCCC[N+](CCCC)(CCCC)CCCC.[F-].O.CCOC(C)=O>C1COCC1>[Cl:37][C:34]1[CH:35]=[CH:36][C:29]([N:27]2[CH2:26][CH2:25][C:21]3[N:22]=[CH:23][N:24]=[C:19]([NH:18][C@@H:10]([C:11]4[CH:16]=[N:15][C:14]([CH3:17])=[N:13][CH:12]=4)[CH2:9][OH:8])[C:20]=3[CH2:28]2)=[C:30]([CH:33]=1)[C:31]#[N:32] |f:1.2|. Procedure details: To a solution of (S)-2-(4-(2-(tert-butyldimethylsilyloxy)-1-(2-methylpyrimidin-5-yl)ethylamino)-7,8-dihydropyrido[4,3-d]pyrimidin-6(5H)-yl)-5-chlorobenzonitrile (60 mg, 0.11 mmol) in THF (10 mL) was added 1M TBAF in THF (5 mL). The reaction mixture was stirred at room temperature for 10 minutes, and then treated with water and EtOAc. The organic layer was washed with aq. NaHCO3 and brine, dried (MgSO4), and concentrated. The residue was washed by ethyl ether and water (to completely remove TBAF)... The reactants are C([O-])(O)=O.[Na+] (sodium bicarbonate), S(=S)(=O)([O-])[O-].[Na+].[Na+] (sodium thiosulfate), S1C(=CC=C1)C(=O)OC (methyl thiophene-2-carboxylate), II (iodine), FC(C(=O)OI(OC(C(F)(F)F)=O)C1=CC=CC=C1)(F)F ([bis(trifluoroacetoxy)iodo]benzene). Run in hexanes, C(C)(=O)OCC (ethyl acetate), C(Cl)Cl (methylene chloride). Run at time 20 minute. The product is IC1=CC=C(S1)C(=O)OC (methyl 5-iodothiophene-2-carboxylate). The yield is 90.5%. RXN SMILES: [S:1]1[CH:5]=[CH:4][CH:3]=[C:2]1[C:6]([O:8][CH3:9])=[O:7].II.FC(F)(F)C(O[I:17](C1C=CC=CC=1)OC(=O)C(F)(F)F)=O.C(=O)(O)[O-].[Na+].S([O-])([O-])(=O)=S.[Na+].[Na+]>C(Cl)Cl.C(OCC)(=O)C>[I:17][C:5]1[S:1][C:2]([C:6]([O:8][CH3:9])=[O:7])=[CH:3][CH:4]=1 |f:3.4,5.6.7|. Procedure details: To a stirred solution of methyl thiophene-2-carboxylate (0.46 mL, 4 mmol) in anhydrous methylene chloride (5 mL) was added iodine (510 mg, 2 mmol) followed by [bis(trifluoroacetoxy)iodo]benzene (900 mg, 2.1 mmol). The reaction mixture was stirred at RT for 1.5 hr before saturated aqueous sodium bicarbonate solution (10 mL) and saturated aqueous sodium thiosulfate solution (2 mL) were added. The mixture was then stirred at RT for 20 min. The aqueous layer was separated and extracted with methylen... Starting materials: [H-].[Na+] (sodium hydride), ClC1=C(C(=CC=C1)Cl)N1C(NC2=NC(=NC=C2C1)S(=O)(=O)C)=O (3-(2,6-dichlorophenyl)-7-methanesulfonyl-3,4-dihydropyrimido[4,5-d]pyrimidin-2(1H)-one), ICC (iodoethane). Solvent: CN(C=O)C (dimethylformamide). Conditions: temperature 90 celsius. The product is ClC1=C(C(=CC=C1)Cl)N1C(N(C2=NC(=NC=C2C1)S(=O)(=O)C)CC)=O (3-(2,6-dichlorophenyl)-1-ethyl-7-methanesulfonyl-3,4-dihydropyrimido[4,5-d]pyrimidin-2(1H)-one). The yield is 93.0%. As a reaction SMILES: [Cl:1][C:2]1[CH:7]=[CH:6][CH:5]=[C:4]([Cl:8])[C:3]=1[N:9]1[CH2:18][C:17]2[C:12](=[N:13][C:14]([S:19]([CH3:22])(=[O:21])=[O:20])=[N:15][CH:16]=2)[NH:11][C:10]1=[O:23].[H-].[Na+].I[CH2:27][CH3:28]>CN(C)C=O>[Cl:1][C:2]1[CH:7]=[CH:6][CH:5]=[C:4]([Cl:8])[C:3]=1[N:9]1[CH2:18][C:17]2[C:12](=[N:13][C:14]([S:19]([CH3:22])(=[O:21])=[O:20])=[N:15][CH:16]=2)[N:11]([CH2:27][CH3:28])[C:10]1=[O:23] |f:1.2|. Reported procedure: A solution, cooled in ice, of 100 mg (0.27 ml) of 3-(2,6-dichlorophenyl)-7-methanesulfonyl-3,4-dihydropyrimido[4,5-d]pyrimidin-2(1H)-one in 6 ml of dimethylformamide was treated with 11 mg (0.27 mmol) of sodium hydride (60% w/w). After 30 minutes the mixture was treated with 0.03 ml (0.3 mmol) of iodoethane and then heated to 90° C. for 2 hours. The mixture was evaporated and the residue was treated with 30 ml of dichloromethane and 30 ml of water. The phases were separated and the organic phase... As a reaction SMILES: I[C:2]1[CH:3]=[N:4][CH:5]=[C:6]([C:9]=1[NH:10][C:11]1[C:12]([CH3:20])=[C:13]2[C:17](=[CH:18][CH:19]=1)[NH:16][CH:15]=[CH:14]2)[C:7]#[N:8].[O:21]1[C:25]2[CH:26]=[CH:27][CH:28]=[CH:29][C:24]=2[CH:23]=[C:22]1B(O)O.C([O-])([O-])=O.[Na+].[Na+]>COCCOC.C1C=CC([P]([Pd]([P](C2C=CC=CC=2)(C2C=CC=CC=2)C2C=CC=CC=2)([P](C2C=CC=CC=2)(C2C=CC=CC=2)C2C=CC=CC=2)[P](C2C=CC=CC=2)(C2C=CC=CC=2)C2C=CC=CC=2)(C2C=CC=CC=2)C2C=CC=CC=2)=CC=1>[O:21]1[C:25]2[CH:26]=[CH:27][CH:28]=[CH:29][C:24]=2[CH:23]=[C:22]1[C:2]1[CH:3]=[N:4][CH:5]=[C:6]([C:9]=1[NH:10][C:11]1[C:12]([CH3:20])=[C:13]2[C:17](=[CH:18][CH:19]=1)[NH:16][CH:15]=[CH:14]2)[C:7]#[N:8] |f:2.3.4,^1:48,50,69,88|. Solvent: COCCOC (DME). Run at temperature 80 celsius. The product is O1C(=CC2=C1C=CC=C2)C=2C=NC=C(C#N)C2NC=2C(=C1C=CNC1=CC2)C (5-(1-benzofuran-2-yl)-4-[(4-methyl-1H-indol-5-yl)amino]nicotinonitrile). The reagents and catalysts are C=1C=CC(=CC1)[P](C=2C=CC=CC2)(C=3C=CC=CC3)[Pd]([P](C=4C=CC=CC4)(C=5C=CC=CC5)C=6C=CC=CC6)([P](C=7C=CC=CC7)(C=8C=CC=CC8)C=9C=CC=CC9)[P](C=1C=CC=CC1)(C=1C=CC=CC1)C=1C=CC=CC1 (Pd(PPh3)4). Procedure details: To a mixture of 5-iodo-4-[(4-methyl-1H-indol-5-yl)amino]nicotinonitrile (200 mg, 0.53 mmol), 2-benzofuranboronic acid (173 mg, 1.07 mmol) and Pd(PPh3)4 (31 mg, 0.027 mmol) in DME (4.0 mL) was added 2.0 M aqueous Na2CO3 (0.8 mL). The resulting mixture was heated at 80° C. for 2 h, cooled to r.t. and filtered. The filtrate was concentrated and purified by HPLC to give 35 mg of 5-(1-benzofuran-2-yl)-4-[(4-methyl-1H-indol-5-yl)amino]nicotinonitrile 222 as a yellow solid. MS: 365.2 (M+H); HPLC retent... Yield: 18.1%. Starting materials: IC=1C=NC=C(C#N)C1NC=1C(=C2C=CNC2=CC1)C (5-iodo-4-[(4-methyl-1H-indol-5-yl)amino]nicotinonitrile), O1C(=CC2=C1C=CC=C2)B(O)O (2-benzofuranboronic acid), C(=O)([O-])[O-].[Na+].[Na+] (Na2CO3). Reactants: O=C([O-])[O-], CS(=O)(=O)Oc1cccc(C2CCNCC2)c1F, CC#N, CCCI, [K+], [K+]. The product is CCCN1CCC(c2cccc(OS(C)(=O)=O)c2F)CC1. As a reaction SMILES: [C:19](=[O:20])([O-:21])[O-:22].[CH3:1][S:2](=[O:3])(=[O:4])[O:5][c:6]1[c:7]([F:18])[c:8]([CH:12]2[CH2:13][CH2:14][NH:15][CH2:16][CH2:17]2)[cH:9][cH:10][cH:11]1.[CH3:29][C:30]#[N:31].[I:25][CH2:26][CH2:27][CH3:28].[K+:23].[K+:24]>>[CH3:1][S:2](=[O:3])(=[O:4])[O:5][c:6]1[c:7]([F:18])[c:8]([CH:12]2[CH2:13][CH2:14][N:15]([CH2:26][CH2:27][CH3:28])[CH2:16][CH2:17]2)[cH:9][cH:10][cH:11]1. Starting materials: N1=C2C(=NS1)C=C(C=C2)C[C@@H](C(=O)N(C)[C@@H]([C@@H](C2=CC=CC=C2)O)C)C ((S)-3-benzo[1,2,5]thiadiazol-5-yl-N-[(1R,2R)-2-hydroxy-1-methyl-2-phenyl-ethyl]-2,N-dimethyl-propionamide), Cl (HCl), [Li+].CC(C)[N-]C(C)C (LDA), C1CCOC1.CCCCCCC.CCOCC (THF heptane Et2O), N (NH3). The solvent is C1CCOC1 (THF), C1CCOC1 (THF). Reaction conditions: time 15 minute. Product: N1=C2C(=NS1)C=C(C=C2)C[C@@H](CO)C ((S)-3-Benzo[1,2,5]thiadiazol-5-yl-2-methyl-propan-1-ol). As a reaction SMILES: [Li+].CC([N-]C(C)C)C.C1COCC1.CCCCCCC.CCOCC.N.[N:27]1[S:31][N:30]=[C:29]2[CH:32]=[C:33]([CH2:36][C@H:37]([CH3:52])[C:38](N([C@H](C)[C@H](O)C3C=CC=CC=3)C)=[O:39])[CH:34]=[CH:35][C:28]=12.Cl>C1COCC1>[N:27]1[S:31][N:30]=[C:29]2[CH:32]=[C:33]([CH2:36][C@H:37]([CH3:52])[CH2:38][OH:39])[CH:34]=[CH:35][C:28]=12 |f:0.1,2.3.4|. Procedure details: A solution of 2M LDA in THF/heptane/Et2O (147 ml, 0.294 mol) is diluted with 415 ml THF and cooled to 0°. At 5° to 10°, BH3.NH3 (10.05 g, 0.293 mol) is added portionwise. The solution is stirred at 0° for 15 minutes, at room temperature for 15 minutes and then recooled to 0°. Then, a solution of (S)-3-benzo[1,2,5]thiadiazol-5-yl-N-[(1R,2R)-2-hydroxy-1-methyl-2-phenyl-ethyl]-2,N-dimethyl-propionamide (27.2 g, 0.0736 mol) in THF (120 ml) is added dropwise over 30 minutes. The dark red solution is ... Yield: 94.0%. Product: C(=O)(O)C1=CC=CC=2C(C3=CC=CC=C3NC12)=O (4-carboxyacridone). Solvent: P(=O)(Cl)(Cl)Cl (phosphorus oxychloride). Reported procedure: 2,2′-Iminodibenzoic acid (5.27 g, 20.5 mmol) was mixed with phosphorus oxychloride (20 ml). The resulting pale yellow slurry was heated to boiling. The slurry turned initially bright yellow, then dissolved to give a deep red solution which was intensely yellow at the meniscus. After 2 hrs at reflux, excess solvent was evaporated under vacuum to give a dark oil. This was quenched with ice, then diluted with 2.0M aqueous HCl (25 ml) and the resulting dark solution re-heated to boiling. After 20 mi... RXN SMILES: [NH:1]([C:11]1[CH:19]=[CH:18][CH:17]=[CH:16][C:12]=1[C:13]([OH:15])=O)[C:2]1[CH:10]=[CH:9][CH:8]=[CH:7][C:3]=1[C:4]([OH:6])=[O:5]>P(Cl)(Cl)(Cl)=O>[C:4]([C:3]1[C:2]2[NH:1][C:11]3[C:12](=[CH:16][CH:17]=[CH:18][CH:19]=3)[C:13](=[O:15])[C:10]=2[CH:9]=[CH:8][CH:7]=1)([OH:6])=[O:5]. Starting materials: N(C1=C(C(=O)O)C=CC=C1)C1=C(C(=O)O)C=CC=C1 (2,2′-Iminodibenzoic acid). Conditions: time 1.5 hour.